Dataset: the Open Reaction Database (ORD), a public repository of structured organic reaction records. Task: describe an organic reaction: reactants, conditions, products, and yield Reactants: racemic 2,3-cis-3-amino-2-(2,5-difluorophenyl)-2,3-dihydro-1,5-benzothiazepin-4(5H)-one, FC=1C=C(C=C(C1)F)CC(=O)N[C@@H](C)C(=O)O (N-[(3,5-difluorophenyl)acetyl]-L-alanine), HOBt hydrate, CCN=C=NCCCN(C)C.Cl (EDAC-HCl), CN1CCOCC1 (NMM), FC=1C=C(C=C(C1)F)CC(=O)N[C@@H](C)C(=O)N[C@@H]1[C@@H](SC2=C(NC1=O)C=CC=C2)C2=C(C=CC(=C2)F)F (N2-[(3,5-difluorophenyl)acetyl]-N1-[(2S,3S)-2-(2,5-difluorophenyl)-4-oxo-2,3,4,5-tetrahydro-1,5-benzothiazepin-3-yl]-L-alaninamide). The solvent is ClCCl (dichloromethane). Reaction conditions: temperature 0 celsius, time 1 hour. The product is FC=1C=C(C=C(C1)F)CC(=O)N[C@@H](C)C(=O)N[C@H]1[C@H](SC2=C(NC1=O)C=CC=C2)C2=C(C=CC(=C2)F)F (N2-[(3,5-Difluorophenyl)acetyl]-N1-[(2R,3R)-2-(2,5-difluorophenyl)-4-oxo-2,3,4,5-tetrahydro-1,5-benzothiazepin-3-yl]-L-alaninamide). As a reaction SMILES: FC1C=C(CC(N[C@H](C(O)=O)C)=O)C=C(F)C=1.CCN=C=NCCCN(C)C.Cl.CN1CCOCC1.[F:37][C:38]1[CH:39]=[C:40]([CH2:45][C:46]([NH:48][C@H:49]([C:51]([NH:53][C@H:54]2[C:60](=[O:61])[NH:59][C:58]3[CH:62]=[CH:63][CH:64]=[CH:65][C:57]=3[S:56][C@H:55]2[C:66]2[CH:71]=[C:70]([F:72])[CH:69]=[CH:68][C:67]=2[F:73])=[O:52])[CH3:50])=[O:47])[CH:41]=[C:42]([F:44])[CH:43]=1>ClCCl>[F:37][C:38]1[CH:39]=[C:40]([CH2:45][C:46]([NH:48][C@H:49]([C:51]([NH:53][C@@H:54]2[C:60](=[O:61])[NH:59][C:58]3[CH:62]=[CH:63][CH:64]=[CH:65][C:57]=3[S:56][C@@H:55]2[C:66]2[CH:71]=[C:70]([F:72])[CH:69]=[CH:68][C:67]=2[F:73])=[O:52])[CH3:50])=[O:47])[CH:41]=[C:42]([F:44])[CH:43]=1 |f:1.2|. Procedure details: To a solution of racemic 2,3-cis-3-amino-2-(2,5-difluorophenyl)-2,3-dihydro-1,5-benzothiazepin-4(5H)-one (1d) (300 mg) in dichloromethane (40 mL) at 0° C. under nitrogen was added N-[(3,5-difluorophenyl)acetyl]-L-alanine (1e) (238 mg), HOBt-hydrate (330 mg), EDAC-HCl (282 mg) and NMM (165 mg). The reaction mixture was stirred 1 h at 0° C., concentrated in vacuo and partitioned between water (100 mL) and ethyl acetate (125 mL). The organic phase was collected and consecutively washed with water, ... The reactants are P(=O)(O)(O)CN(CC(=O)O)CC(=O)O (N-phosphonomethyliminodiacetic acid), peroxide, P(=O)(O)(O)CN(CC(=O)O)CC(=O)O (N-phosphonomethyliminodiacetic acid), quinone, C1(O)=CC=C(O)C=C1 (hydroquinone). The solvent is O (water). Product: P(=O)(O)(O)CNCC(=O)O (N-phosphonomethylglycine). Reaction SMILES: [P:1]([CH2:5][N:6](CC(O)=O)[CH2:7][C:8]([OH:10])=[O:9])([OH:4])([OH:3])=[O:2].C1(C=CC(O)=CC=1)O>O>[P:1]([CH2:5][NH:6][CH2:7][C:8]([OH:10])=[O:9])([OH:4])([OH:3])=[O:2]. Reported procedure: The process of the present invention involves contacting N-phosphonomethyliminodiacetic acid in a slurry or solution with a water soluble salt or a salt complex of selected metals in the presence of a quinone or hydroquinone. The mixture or solution is contacted with a peroxide while heating the reaction mass to a temperature sufficiently high to initiate and sustain the oxidation reaction of N-phosphonomethyliminodiacetic acid to produce N-phosphonomethylglycine. The product is C(C1=CC=CC=C1)C1C(C(CCC1)Br)=O (2-benzyl-6-bromocyclohexanone). Run in C(Cl)(Cl)Cl (chloroform). Run at time 2 hour. Reactants: BrBr (Bromine), C(C1=CC=CC=C1)C1C(CCCC1)=O (2-benzylcyclohexanone), ( 1 ). Reaction SMILES: [Br:1]Br.[CH2:3]([CH:10]1[CH2:15][CH2:14][CH2:13][CH2:12][C:11]1=[O:16])[C:4]1[CH:9]=[CH:8][CH:7]=[CH:6][CH:5]=1>C(Cl)(Cl)Cl>[CH2:3]([CH:10]1[CH2:15][CH2:14][CH2:13][CH:12]([Br:1])[C:11]1=[O:16])[C:4]1[CH:9]=[CH:8][CH:7]=[CH:6][CH:5]=1. Reported procedure: Step AAD (1): Followed the method of B. Miller and H.-S. Wong Tetrahedron 1972, 28, 2369. Bromine (0.082 mL, 1.59 mmol) in was added dropwise over a period of 15 min to a solution of 2-benzylcyclohexanone (300 mg, 1.593 mmol) in chloroform (5 mL). The reaction mixture was stirred at rt for 2 h, then concentrated in vacuo to afford 2-benzyl-6-bromocyclohexanone. The crude product, which is prone to decomposition, was used for subsequent chemistry without purification or characterization. The reactants are FC=1C=C(CN2N=CC(=C2)C2=CN(C3=NC=C(C=C32)C=3C=NC(=CC3)N3CCNCC3)S(=O)(=O)C3=CC=C(C)C=C3)C=CC1 (3-(1-(3-fluorobenzyl)-1H-pyrazol-4-yl)-5-(6-(piperazin-1-yl)pyridin-3-yl)-1-tosyl-1H-pyrrolo[2,3-b]pyridine), C([O-])([O-])=O.[K+].[K+] (potassium carbonate), FC=1C=C(CN2N=CC(=C2)C2=CNC3=NC=C(C=C32)C=3C=NC(=CC3)N3CCN(CC3)C)C=CC1 (3-(1-(3-fluorobenzyl)-1H-pyrazol-4-yl)-5-(6-(4-methylpiperazin-1-yl)pyridin-3-yl)-1H-pyrrolo[2,3-b]pyridine), BrCCO (2-bromoethanol). The solvent is CN(C)C=O (DMF). Yields the product FC=1C=C(CN2N=CC(=C2)C2=CN(C3=NC=C(C=C32)C=3C=CC(=NC3)N3CCN(CC3)CCO)S(=O)(=O)C3=CC=C(C)C=C3)C=CC1 (2-(4-(5-(3-(1-(3-fluorobenzyl)-1H-pyrazol-4-yl)-1-tosyl-1H-pyrrolo[2,3-b]pyridin-5-yl)pyridin-2-yl)piperazin-1-yl)ethanol). The yield is 43.9%. Reaction SMILES: [F:1][C:2]1[CH:3]=[C:4]([CH:42]=[CH:43][CH:44]=1)[CH2:5][N:6]1[CH:10]=[C:9]([C:11]2[C:19]3[C:14](=[N:15][CH:16]=[C:17]([C:20]4[CH:21]=[N:22][C:23]([N:26]5[CH2:31][CH2:30][NH:29][CH2:28][CH2:27]5)=[CH:24][CH:25]=4)[CH:18]=3)[N:13]([S:32]([C:35]3[CH:41]=[CH:40][C:38]([CH3:39])=[CH:37][CH:36]=3)(=[O:34])=[O:33])[CH:12]=2)[CH:8]=[N:7]1.FC1C=C(C=CC=1)CN1C=C(C2C3C(=NC=C(C4C=NC(N5CCN(C)CC5)=CC=4)C=3)NC=2)C=N1.Br[CH2:81][CH2:82][OH:83].C(=O)([O-])[O-].[K+].[K+]>CN(C=O)C>[F:1][C:2]1[CH:3]=[C:4]([CH:42]=[CH:43][CH:44]=1)[CH2:5][N:6]1[CH:10]=[C:9]([C:11]2[C:19]3[C:14](=[N:15][CH:16]=[C:17]([C:20]4[CH:25]=[CH:24][C:23]([N:26]5[CH2:31][CH2:30][N:29]([CH2:81][CH2:82][OH:83])[CH2:28][CH2:27]5)=[N:22][CH:21]=4)[CH:18]=3)[N:13]([S:32]([C:35]3[CH:41]=[CH:40][C:38]([CH3:39])=[CH:37][CH:36]=3)(=[O:34])=[O:33])[CH:12]=2)[CH:8]=[N:7]1 |f:3.4.5|. Reported procedure: Using similar reaction conditions as described in step-i of example-126, 3-(1-(3-fluorobenzyl)-1H-pyrazol-4-yl)-5-(6-(piperazin-1-yl)pyridin-3-yl)-1-tosyl-1H-pyrrolo[2,3-b]pyridine (step 1 compound of example 137) (150 mg, 0.297 mmol) was alkylated using 2-bromoethanol (62 mg, 0.494 mmol) and potassium carbonate (69 mg, 0.494 mmol) in DMF (1 ml) to afford 85 mg (52.7% yield) of the titled compound after purification by column (Silica gel 60/120) chromatography using 5% methanol in dichloromethan...